This data is from the Open Reaction Database (ORD), a public repository of structured organic reaction records. The task is: describe an organic reaction: reactants, conditions, products, and yield Starting materials: C(#N)C1=C(C(=O)C(=C(C1=O)Cl)Cl)C#N (DDQ), C1(=CC=CC2=CC=CC=C12)C1=CC2=C([C@]3(CCC(N[C@@H]3CC2)=O)C)C=C1 ((+)-(4aR)-(10bR)-8-(1-naphthyl)-10b-methyl-1,2,3,4,4a,5,6,10b-octahydrobenzo[f]-quinolin-3-one), ether hexanes, C[Si](C)(C)C(C(=O)N)(C(F)(F)F)[Si](C)(C)C (bistrimethylsilyltrifluoromethyl acetamide). Solvent: O1CCOCC1 (1,4-dioxane), C(C)(=O)OCC (ethyl acetate). Conditions: time 2 hour. Yields the product C1(=CC=CC2=CC=CC=C12)C1=CC2=C([C@]3(C=CC(N[C@@H]3CC2)=O)C)C=C1 ((+)-(4aR)-(10bR)-8-(1-naphthyl)-10b-methyl-3,4,4a, 5, 6,10b-hexahydrobenzo [f]quinolin-3-one). The yield is 20.4%. RXN SMILES: [C:1]1([C:11]2[CH:26]=[CH:25][C:14]3[C@:15]4([CH3:24])[C@@H:20]([CH2:21][CH2:22][C:13]=3[CH:12]=2)[NH:19][C:18](=[O:23])[CH2:17][CH2:16]4)[C:10]2[C:5](=[CH:6][CH:7]=[CH:8][CH:9]=2)[CH:4]=[CH:3][CH:2]=1.C(C1C(=O)C(Cl)=C(Cl)C(=O)C=1C#N)#N.C[Si](C([Si](C)(C)C)(C(F)(F)F)C(N)=O)(C)C>O1CCOCC1.C(OCC)(=O)C>[C:1]1([C:11]2[CH:26]=[CH:25][C:14]3[C@:15]4([CH3:24])[C@@H:20]([CH2:21][CH2:22][C:13]=3[CH:12]=2)[NH:19][C:18](=[O:23])[CH:17]=[CH:16]4)[C:10]2[C:5](=[CH:6][CH:7]=[CH:8][CH:9]=2)[CH:4]=[CH:3][CH:2]=1. Procedure: To a suspension of (+)-(4aR)-(10bR)-8-(1-naphthyl)-10b-methyl-1,2,3,4,4a,5,6,10b-octahydrobenzo[f]-quinolin-3-one (295 mg, 0.865 mmol), in 3.5 mL of 1,4-dioxane was added DDQ (216 mg, 1.1 equiv.) followed by bistrimethylsilyltrifluoromethyl acetamide (998 mg, 4.5 equiv.), and the solution was stirred at room temperature for 2 h, then heated at 100° for 20h. The mixture was cooled to room temperature, diluted with ethyl acetate, and washed with 2M sodium hydroxide. The organic phase was washed wi...